Dataset: the Open Reaction Database (ORD), a public repository of structured organic reaction records. Task: describe an organic reaction: reactants, conditions, products, and yield Procedure: n-Butyl lithium (a 2.5M solution in hexane; 4.37 ml, 10.9 mmol) was added to a solution of morpholine (0.91 ml, 10.4 mmol) in tetrahydrofuran (30 ml) at -78° under argon. After 20 min., 3-furaldehyde (0.91 ml, 10.4 mmol) was added. After another 20 min., sec-butyl lithium (a 1.3M solution in cyclohexane; 8.4 ml, 10.9 mmol) was added dropwise and stirring continued at -78° for 4 hours before a solution of 4-bromobenzaldehyde (2.11 g, 11.4 mmol) in tetrahydrofuran (10 ml) was added. Stirring was c... Product: BrC1=CC=C(C=C1)C(O)C1=CC(=CO1)C=O (5-((4-Bromophenyl)-1-hydroxymethyl)-3-furaldehyde). As a reaction SMILES: C([Li])CCC.N1CCOCC1.[O:12]1[CH:16]=[CH:15][C:14]([CH:17]=[O:18])=[CH:13]1.C([Li])(CC)C.[Br:24][C:25]1[CH:32]=[CH:31][C:28]([CH:29]=[O:30])=[CH:27][CH:26]=1.Cl>CCCCCC.O1CCCC1.C1CCCCC1>[Br:24][C:25]1[CH:32]=[CH:31][C:28]([CH:29]([C:16]2[O:12][CH:13]=[C:14]([CH:17]=[O:18])[CH:15]=2)[OH:30])=[CH:27][CH:26]=1. Conditions: time 20 minute. Reactants: BrC1=CC=C(C=O)C=C1 (4-bromobenzaldehyde), C(CCC)[Li] (n-Butyl lithium), C(C)(CC)[Li] (sec-butyl lithium), N1CCOCC1 (morpholine), O1C=C(C=C1)C=O (3-furaldehyde), solution, ice, Cl (hydrochloric acid), solution. Solvent: O1CCCC1 (tetrahydrofuran), CCCCCC (hexane), C1CCCCC1 (cyclohexane), O1CCCC1 (tetrahydrofuran). The reactants are CC(C)C[AlH]CC(C)C, Cc1ccccc1, CCOC(=O)c1cnc2c(ccn2S(=O)(=O)c2ccc(C)cc2)c1NC1CCCCC1. Product: Cc1ccc(S(=O)(=O)n2ccc3c(NC4CCCCC4)c(CO)cnc32)cc1. Reaction SMILES: [CH3:32][CH:33]([CH2:34][AlH:35][CH2:36][CH:37]([CH3:38])[CH3:39])[CH3:40].[CH3:41][c:42]1[cH:43][cH:44][cH:45][cH:46][cH:47]1.[CH:1]1([NH:7][c:8]2[c:9]3[c:10]([n:11][cH:12][c:13]2[C:14](=[O:15])[O:16][CH2:17][CH3:18])[n:19]([S:22](=[O:23])(=[O:24])[c:25]2[cH:26][cH:27][c:28]([CH3:29])[cH:30][cH:31]2)[cH:20][cH:21]3)[CH2:2][CH2:3][CH2:4][CH2:5][CH2:6]1>>[CH:1]1([NH:7][c:8]2[c:9]3[c:10]([n:11][cH:12][c:13]2[CH2:14][OH:15])[n:19]([S:22](=[O:23])(=[O:24])[c:25]2[cH:26][cH:27][c:28]([CH3:29])[cH:30][cH:31]2)[cH:20][cH:21]3)[CH2:2][CH2:3][CH2:4][CH2:5][CH2:6]1. Starting materials: O (Water), NN1C(=C(C=C1)C1=CC=CC=C1)C(=O)OC (Methyl 1-amino-3-phenyl-1H-pyrrole-2-carboxylate), C(C)OC(=O)Cl (ethylchloroformate), TEA. Solvent: C(Cl)Cl (CH2Cl2). Run at time 8 hour. Product: C(C)OC(=O)NN1C(=C(C=C1)C1=CC=CC=C1)C(=O)OC (methyl 1-((ethoxycarbonyl)amino)-3-phenyl-1H-pyrrole-2-carboxylate). The yield is 37.5%. As a reaction SMILES: [NH2:1][N:2]1[CH:6]=[CH:5][C:4]([C:7]2[CH:12]=[CH:11][CH:10]=[CH:9][CH:8]=2)=[C:3]1[C:13]([O:15][CH3:16])=[O:14].[CH2:17]([O:19][C:20](Cl)=[O:21])[CH3:18].O>C(Cl)Cl>[CH2:17]([O:19][C:20]([NH:1][N:2]1[CH:6]=[CH:5][C:4]([C:7]2[CH:12]=[CH:11][CH:10]=[CH:9][CH:8]=2)=[C:3]1[C:13]([O:15][CH3:16])=[O:14])=[O:21])[CH3:18]. Procedure details: Methyl 1-amino-3-phenyl-1H-pyrrole-2-carboxylate (0.200 g, 0.925 mmol) was dissolved in CH2Cl2 (20 mL) and then was added TEA (0.387 mL, 2.77 mmol), followed by ethylchloroformate (0.0890 mL, 0.925 mmol). The reaction mixture was stirred at room temperature for overnight. Water (50 mL) was added to reaction mixture and the aqueous mixture was extracted with CH2Cl2 (25×2 mL). The organic layer separated and dried over anhydrous sodium sulfate and concentrated under reduced pressure. The residue w... Reactants: N[C@H](CO)C ((S)-2-aminopropan-1-ol), BrCCCC(C)Br (1,4-dibromopentane), C(=O)([O-])[O-].[Na+].[Na+] (Na2CO3). Solvent: CCO (EtOH). Reaction conditions: temperature 100 celsius. Product: C[C@@H]1N(CCC1)[C@H](CO)C ((S)-2-((S)-2-methylpyrrolidin-1-yl)propan-1-ol). Isolated yield 8.8%. RXN SMILES: [NH2:1][C@@H:2]([CH3:5])[CH2:3][OH:4].Br[CH2:7][CH2:8][CH2:9][CH:10](Br)[CH3:11].C([O-])([O-])=O.[Na+].[Na+]>CCO>[CH3:7][C@H:8]1[CH2:9][CH2:10][CH2:11][N:1]1[C@@H:2]([CH3:5])[CH2:3][OH:4] |f:2.3.4|. Procedure details: A mixture of (S)-2-aminopropan-1-ol (12.5 g, 0.166 mol), 1,4-dibromopentane (42 g, 0.18 mol) and Na2CO3 (53 g, 0.51 mol) in EtOH (800 mL) was heated at 100° C. for 24 h. The mixture was filtered, and the filter cake was washed with EtOH (50 mL). The combined filtrate was concentrated under reduced pressure, and the crude product was purified on a silica gel column (NH4OH/MeOH/DCM=1/6/300) to give (S)-2-((S)-2-methylpyrrolidin-1-yl)propan-1-ol (2.1 g) as a colorless oil and a crude mixture contai... Reactants: O (water), [H-].[Na+] (sodium hydride), N1N=CN=C1 (1H-1,2,4-triazole), C(C)(=O)C=1C(=NC2=CC(=C(C=C2C1C1=CC(=C(C=C1)OC)OC)OC)OC)CBr (3-acetyl-2-bromomethyl-4-(3,4-dimethoxyphenyl)-6,7-dimethoxyquinoline). The solvent is CN(C=O)C (N,N-dimethylformamide). Reaction conditions: time 15 minute. Product: C(C)(=O)C=1C(=NC2=CC(=C(C=C2C1C1=CC(=C(C=C1)OC)OC)OC)OC)CN1N=CN=C1 (3-acetyl-4-(3,4-dimethoxyphenyl)-6,7-dimethoxy-2-(1,2,4-triazol-1-ylmethyl)quinoline). Isolated yield 43.5%. Reaction SMILES: [H-].[Na+].[NH:3]1[CH:7]=[N:6][CH:5]=[N:4]1.[C:8]([C:11]1[C:12]([CH2:35]Br)=[N:13][C:14]2[C:19]([C:20]=1[C:21]1[CH:26]=[CH:25][C:24]([O:27][CH3:28])=[C:23]([O:29][CH3:30])[CH:22]=1)=[CH:18][C:17]([O:31][CH3:32])=[C:16]([O:33][CH3:34])[CH:15]=2)(=[O:10])[CH3:9].O>CN(C)C=O>[C:8]([C:11]1[C:12]([CH2:35][N:3]2[CH:7]=[N:6][CH:5]=[N:4]2)=[N:13][C:14]2[C:19]([C:20]=1[C:21]1[CH:26]=[CH:25][C:24]([O:27][CH3:28])=[C:23]([O:29][CH3:30])[CH:22]=1)=[CH:18][C:17]([O:31][CH3:32])=[C:16]([O:33][CH3:34])[CH:15]=2)(=[O:10])[CH3:9] |f:0.1|. Procedure: Oily sodium hydride (60%, 0.372 g) was added to a solution of 1H-1,2,4-triazole (0.594 g) in N,N-dimethylformamide (30 ml), and the mixture was stirred at room temperature for 15 minutes. Then, 3-acetyl-2-bromomethyl-4-(3,4-dimethoxyphenyl)-6,7-dimethoxyquinoline (3.3 g) was added, and the mixture was stirred at 80° C. for 40 minutes. The reaction mixture was poured into water, and extracted with ethyl acetate. The ethyl acetate layer was washed with water, dried over magnesium sulfate, and the ... Starting materials: FC1=CC=C2C(=N1)NC=C2 (6-fluoro-1H-pyrrolo[2,3-b]pyridine), C([O-])([O-])=O.[K+].[K+] (potassium carbonate), O (water), CI (methyl iodide). Run in CN(C=O)C (dimethylformamide). Conditions: time 8 hour. Yields the product FC1=CC=C2C(=N1)N(C=C2)C (6-fluoro-1-methyl-1H-pyrrolo[2,3-b]pyridine). The yield is 92.9%. Reaction SMILES: [F:1][C:2]1[N:7]=[C:6]2[NH:8][CH:9]=[CH:10][C:5]2=[CH:4][CH:3]=1.[C:11](=O)([O-])[O-].[K+].[K+].CI.O>CN(C)C=O>[F:1][C:2]1[N:7]=[C:6]2[N:8]([CH3:11])[CH:9]=[CH:10][C:5]2=[CH:4][CH:3]=1 |f:1.2.3|. Procedure details: To a solution of 6-fluoro-1H-pyrrolo[2,3-b]pyridine (250 g, 1.84 mol) in dimethylformamide (2.50 L) is added potassium carbonate (507.6 g; 3.67 mol), followed by methyl iodide (171.6 mL, 2.75 mol). The reaction is stirred at room temperature overnight. The reaction mixture is poured into water (3000 mL) and extracted with Et2O (3×1500 mL). The organic extracts are combined and washed with water (4×1000 mL), then brine, and dried over Na2SO4. The solvent is evaporated to give a light brown oil wh... Starting materials: CNC, Cl, [K+], [K+], O=N[O-], COC(=O)c1cscc1N, [Na+], O=C([O-])[O-], O. The product is COC(=O)c1cscc1N=NN(C)C. RXN SMILES: [CH3:22][NH:23][CH3:24].[ClH:11].[K+:16].[K+:17].[N:12]([O-:13])=[O:14].[NH2:1][c:2]1[c:3]([C:7](=[O:8])[O:9][CH3:10])[cH:4][s:5][cH:6]1.[Na+:15].[O-:18][C:19]([O-:20])=[O:21].[OH2:25]>>[N:1]([c:2]1[c:3]([C:7](=[O:8])[O:9][CH3:10])[cH:4][s:5][cH:6]1)=[N:12][N:23]([CH3:22])[CH3:24]. Starting materials: O=C([O-])[O-], CCOC(=O)Cn1ccc2cc(O)ccc21, Cc1nc(-c2ccc(C(F)(F)F)cc2)ncc1CCl, [Cs+], [Cs+], CN(C)C=O. Product: CCOC(=O)Cn1ccc2cc(OCc3cnc(-c4ccc(C(F)(F)F)cc4)nc3C)ccc21. Reaction SMILES: [C:36](=[O:37])([O-:38])[O-:39].[CH2:20]([CH3:21])[O:22][C:23]([CH2:24][n:25]1[cH:26][cH:27][c:28]2[cH:29][c:30]([OH:34])[cH:31][cH:32][c:33]12)=[O:35].[Cl:1][CH2:2][c:3]1[c:4]([CH3:19])[n:5][c:6](-[c:9]2[cH:10][cH:11][c:12]([C:15]([F:16])([F:17])[F:18])[cH:13][cH:14]2)[n:7][cH:8]1.[Cs+:40].[Cs+:41].[O:42]=[CH:43][N:44]([CH3:45])[CH3:46]>>[CH2:2]([c:3]1[c:4]([CH3:19])[n:5][c:6](-[c:9]2[cH:10][cH:11][c:12]([C:15]([F:16])([F:17])[F:18])[cH:13][cH:14]2)[n:7][cH:8]1)[O:34][c:30]1[cH:29][c:28]2[cH:27][cH:26][n:25]([CH2:24][C:23]([O:22][CH2:20][CH3:21])=[O:35])[c:33]2[cH:32][cH:31]1. The reactants are C(=O)([O-])[O-].[Na+].[Na+] (Na2CO3), C(C(C)(C)C)(=O)O (pivalic acid), CC1(C2=CC=CC=C2C=2C=CC(=CC12)NC1=CC=NC=C1)C ((9,9-dimethyl-9H-fluoren-2-yl)pyridin-4-ylamine), C([O-])([O-])=O.[K+].[K+] (potassium carbonate). Reagents/catalysts: C(C)(=O)[O-].[Pd+2].C(C)(=O)[O-] (palladium(II)acetate), C(C)(=O)[O-].[Pd+2].C(C)(=O)[O-] (palladium(II)acetate). The solvent is ClCCl (dichloromethane). Reaction conditions: temperature 120 celsius, time 9 hour. Yields the product CC1(C2=CC=CC=C2C=2C=C3C(=CC12)NC1=CC=NC=C13)C (10,10-Dimethyl-10,12-dihydro-3,12-diazaindeno[2,1-b]fluorene). As a reaction SMILES: C(O)(=O)C(C)(C)C.[CH3:8][C:9]1([CH3:29])[C:21]2[CH:20]=[C:19]([NH:22][C:23]3[CH:28]=[CH:27][N:26]=[CH:25][CH:24]=3)[CH:18]=[CH:17][C:16]=2[C:15]2[C:10]1=[CH:11][CH:12]=[CH:13][CH:14]=2.C(=O)([O-])[O-].[K+].[K+].C([O-])([O-])=O.[Na+].[Na+]>C([O-])(=O)C.[Pd+2].C([O-])(=O)C.ClCCl>[CH3:8][C:9]1([CH3:29])[C:21]2[CH:20]=[C:19]3[NH:22][C:23]4[C:28]([C:18]3=[CH:17][C:16]=2[C:15]2[C:10]1=[CH:11][CH:12]=[CH:13][CH:14]=2)=[CH:27][N:26]=[CH:25][CH:24]=4 |f:2.3.4,5.6.7,8.9.10|. Procedure details: 70 ml of pivalic acid are added to 30 g of (9,9-dimethyl-9H-fluoren-2-yl)pyridin-4-ylamine (105 mmol), 2.35 g of palladium(II)acetate (10.5 mmol) and 1.44 g of potassium carbonate (10.5 mmol), and the mixture is stirred at 120° C. for 9 h. After this time, 2.35 g of palladium(II)acetate (10.5 mmol) are added, and the mixture is stirred at 120° C. for a further 9 h. 200 ml of dichloromethane and 0.1 M Na2CO3 solution are then added. The mixture is partitioned between water and dichloromethane, th...